describe an organic reaction: reactants, conditions, products, and yield From a dataset of the Open Reaction Database (ORD), a public repository of structured organic reaction records. Reactants: N,N,N′,N′-Tetramethyl-0-(7-azabenzotriazol-1-yl)uronium Hexafluorophosphate, COC1=C(CNC=2C3=C(N=CN2)N(C=C3)[C@@H]3C[C@@H]([C@@H]2[C@H]3OC(O2)(C)C)CN(C2CC(C2)CCC(=O)O)CC(C)C)C=CC(=C1)OC (3-(3-((((3aR,4R,6R,6aS)-6-(4-((2,4-dimethoxybenzyl)amino)-7H-pyrrolo[2,3-d]pyrimidin-7-yl)-2,2-dimethyltetrahydro-3aH-cyclopenta[d][1,3]dioxol-4-yl)methyl)(isobutyl)amino)cyclobutyl)propanoic acid), C(C)(C)N(C(C)C)CC (N,N-Diisopropylethylamine), C(C)(C)(C)C=1C=C(C(=CC1)N)N (4-tert-butylbenzene-1,2-diamine). Run in CN(C=O)C (N,N-Dimethylformamide). Reaction conditions: time 8 hour. Product: NC1=C(C=CC(=C1)C(C)(C)C)NC(CCC1CC(C1)N(CC(C)C)C[C@H]1C[C@H]([C@@H]2OC(O[C@@H]21)(C)C)N2C=CC1=C2N=CN=C1NCC1=C(C=C(C=C1)OC)OC)=O (N-(2-amino-4-(tert-butyl)phenyl)-3-(3-((((3 aR,4R,6R,6aS)-6-(4-((2,4-dimethoxybenzyl)amino)-7H-pyrrolo[2,3-d]pyrimidin-7-yl)-2,2-dimethyltetrahydro-3aH-cyclopenta[d][1,3]dioxol-4-yl)methyl)(isobutyl)amino)cyclobutyl)propanamide). The yield is 81.0%. RXN SMILES: [CH3:1][O:2][C:3]1[CH:44]=[C:43]([O:45][CH3:46])[CH:42]=[CH:41][C:4]=1[CH2:5][NH:6][C:7]1[C:8]2[CH:15]=[CH:14][N:13]([C@H:16]3[C@@H:20]4[O:21][C:22]([CH3:25])([CH3:24])[O:23][C@@H:19]4[C@@H:18]([CH2:26][N:27]([CH2:37][CH:38]([CH3:40])[CH3:39])[CH:28]4[CH2:31][CH:30]([CH2:32][CH2:33][C:34](O)=[O:35])[CH2:29]4)[CH2:17]3)[C:9]=2[N:10]=[CH:11][N:12]=1.C(N(CC)C(C)C)(C)C.[C:56]([C:60]1[CH:61]=[C:62]([NH2:67])[C:63]([NH2:66])=[CH:64][CH:65]=1)([CH3:59])([CH3:58])[CH3:57]>CN(C)C=O>[NH2:67][C:62]1[CH:61]=[C:60]([C:56]([CH3:59])([CH3:57])[CH3:58])[CH:65]=[CH:64][C:63]=1[NH:66][C:34](=[O:35])[CH2:33][CH2:32][CH:30]1[CH2:31][CH:28]([N:27]([CH2:26][C@@H:18]2[C@@H:19]3[C@@H:20]([O:21][C:22]([CH3:24])([CH3:25])[O:23]3)[C@H:16]([N:13]3[C:9]4[N:10]=[CH:11][N:12]=[C:7]([NH:6][CH2:5][C:4]5[CH:41]=[CH:42][C:43]([O:45][CH3:46])=[CH:44][C:3]=5[O:2][CH3:1])[C:8]=4[CH:15]=[CH:14]3)[CH2:17]2)[CH2:37][CH:38]([CH3:39])[CH3:40])[CH2:29]1. Reported procedure: N,N,N′,N′-Tetramethyl-0-(7-azabenzotriazol-1-yl)uronium Hexafluorophosphate (1.52 g, 4.01 mmol) added to a solution of 3-(3-((((3aR,4R,6R,6aS)-6-(4-((2,4-dimethoxybenzyl)amino)-7H-pyrrolo[2,3-d]pyrimidin-7-yl)-2,2-dimethyltetrahydro-3aH-cyclopenta[d][1,3]dioxol-4-yl)methyl)(isobutyl)amino)cyclobutyl)propanoic acid (1.7 g, 2.7 mmol) and N,N-Diisopropylethylamine (1.54 ml, 8.82 mmol) and 4-tert-butylbenzene-1,2-diamine (0.527 g, 3.21 mmol) in N,N-Dimethylformamide (16.6 ml). The reaction was stirr... Reactants: FC(C1=CC=C(C=C1)C(C(=O)O)C)(F)F (4-trifluoromethylphenylpropionic acid), C(CCl)Cl (EDC), ONC(C=1C=C2C=CC(=NC2=CC1)N1CC(CC1)NC(C(C)(C)C)=O)=N (N-(1-{6-[(Hydroxyamino)(imino)methyl]quinolin-2-yl}pyrrolidin-3-yl)-2,2-dimethylpropanamide). The solvent is COCCOCCOC (diglyme). Reaction conditions: temperature 50 celsius, time 18 hour. Yields the product CC(C(=O)NC1CN(CC1)C1=NC2=CC=C(C=C2C=C1)C1=NOC(=N1)CCC1=CC=C(C=C1)C(F)(F)F)(C)C (2,2-Dimethyl-N-{1-[6-(5-{2-[4-(trifluoromethyl)phenyl]ethyl}-1,2,4-oxadiazol-3-yl)quinolin-2-yl]pyrrolidin-3-yl}propanamide). As a reaction SMILES: [OH:1][NH:2][C:3](=[NH:26])[C:4]1[CH:5]=[C:6]2[C:11](=[CH:12][CH:13]=1)[N:10]=[C:9]([N:14]1[CH2:18][CH2:17][CH:16]([NH:19][C:20](=[O:25])[C:21]([CH3:24])([CH3:23])[CH3:22])[CH2:15]1)[CH:8]=[CH:7]2.[F:27][C:28]([F:41])([F:40])[C:29]1[CH:34]=[CH:33][C:32]([CH:35]([CH3:39])C(O)=O)=[CH:31][CH:30]=1.[CH2:42](Cl)CCl>COCCOCCOC>[CH3:24][C:21]([CH3:22])([CH3:23])[C:20]([NH:19][CH:16]1[CH2:17][CH2:18][N:14]([C:9]2[CH:8]=[CH:7][C:6]3[C:11](=[CH:12][CH:13]=[C:4]([C:3]4[N:26]=[C:42]([CH2:39][CH2:35][C:32]5[CH:31]=[CH:30][C:29]([C:28]([F:27])([F:40])[F:41])=[CH:34][CH:33]=5)[O:1][N:2]=4)[CH:5]=3)[N:10]=2)[CH2:15]1)=[O:25]. Procedure: To a mixture of the product of Step E, (66 mg) in anhydrous diglyme (2 mL) was added 4-trifluoromethylphenylpropionic acid (1.1 eq.) and EDC (2 eq.). The reaction mixture was heated to 50° C. overnight. After approximately 18 h, the mixture was heated at 110° C. for 2 hr. The mixture was cooled to r.t., quenched with water and extracted with excess EtOAc. The combined extracts were dried over a drying agent filtered and the solvent removed under vacuum. The residue was purified by preparative TL... Reactants: ice water, BrC1=CN=C2N1N=C(C=C2)Cl (3-Bromo-6-chloroimidazo[1,2-b]pyridazine), C1(=CC=CC=C1)CN (phenylmethanamine), [F-].[K+] (potassium fluoride). The solvent is CS(=O)C (dimethyl sulfoxide). Reaction conditions: temperature 130 celsius, time 24 hour. Product: C(C1=CC=CC=C1)NC=1C=CC=2N(N1)C(=CN2)Br (N-Benzyl-3-bromoimidazo[1,2-b]pyridazin-6-amine). Reaction SMILES: [Br:1][C:2]1[N:6]2[N:7]=[C:8](Cl)[CH:9]=[CH:10][C:5]2=[N:4][CH:3]=1.[C:12]1([CH2:18][NH2:19])[CH:17]=[CH:16][CH:15]=[CH:14][CH:13]=1.[F-].[K+]>CS(C)=O>[CH2:18]([NH:19][C:8]1[CH:9]=[CH:10][C:5]2[N:6]([C:2]([Br:1])=[CH:3][N:4]=2)[N:7]=1)[C:12]1[CH:17]=[CH:16][CH:15]=[CH:14][CH:13]=1 |f:2.3|. Reported procedure: 3-Bromo-6-chloroimidazo[1,2-b]pyridazine (20.0 g), phenylmethanamine (11.3 ml), and potassium fluoride (12.0 g) were dissolved in dimethyl sulfoxide (400 ml), and the solution was stirred at 130° C. for 24 hours. After standing to cool to room temperature, the reaction solution was poured into ice water (2.0 L). The resulting solid was collected by filtration and dried under reduced pressure. The obtained solid was dissolved in hot ethyl acetate, and the insoluble matter was filtered under heati... The reactants are CC1(C)COC(c2ccc(Br)cc2)=N1, CN(C)S(=O)(=O)n1ccnc1C=O. The product is CN(C)S(=O)(=O)n1ccnc1C(O)c1ccc(C2=NC(C)(C)CO2)cc1. As a reaction SMILES: [Br:14][c:15]1[cH:16][cH:17][c:18]([C:21]2=[N:25][C:24]([CH3:26])([CH3:27])[CH2:23][O:22]2)[cH:19][cH:20]1.[CH3:1][N:2]([S:3](=[O:4])(=[O:5])[n:6]1[c:7]([CH:11]=[O:12])[n:8][cH:9][cH:10]1)[CH3:13]>>[CH3:1][N:2]([S:3](=[O:4])(=[O:5])[n:6]1[c:7]([CH:11]([OH:12])[c:15]2[cH:16][cH:17][c:18]([C:21]3=[N:25][C:24]([CH3:26])([CH3:27])[CH2:23][O:22]3)[cH:19][cH:20]2)[n:8][cH:9][cH:10]1)[CH3:13]. Reactants: COC1=CC=C2CCCC(C2=C1)=CC(=O)OCC (ethyl 7-methoxy-1,2,3,4-tetrahydro-1-naphthylideneacetate), [S] (sulphur). Run in C(C)(=O)OCC (ethyl acetate). Conditions: temperature 215 celsius, time 30 minute. The product is COC1=CC=C2C=CC=C(C2=C1)CC(=O)OCC (Ethyl (7-Methoxynaphth-1-yl)acetate). RXN SMILES: [CH3:1][O:2][C:3]1[CH:12]=[C:11]2[C:6]([CH2:7][CH2:8][CH2:9][C:10]2=[CH:13][C:14]([O:16][CH2:17][CH3:18])=[O:15])=[CH:5][CH:4]=1.[S]>C(OCC)(=O)C>[CH3:1][O:2][C:3]1[CH:12]=[C:11]2[C:6]([CH:7]=[CH:8][CH:9]=[C:10]2[CH2:13][C:14]([O:16][CH2:17][CH3:18])=[O:15])=[CH:5][CH:4]=1 |^3:18|. Procedure: 50 g of ethyl 7-methoxy-1,2,3,4-tetrahydro-1-naphthylideneacetate are mixed with 7.35 g of sulphur, and the mixture is heated at 215° C. for 10 hours. It is cooled, 300 cm3 of ethyl acetate are added, and the mixture is stirred for 30 minutes and filtered. It is then dried. The reactants are C1COCCO1, CCN(C(C)C)C(C)C, Clc1nccc(-c2ccsc2)n1, COC(=O)c1ccc(CN)cc1. The product is COC(=O)c1ccc(CNc2nccc(-c3ccsc3)n2)cc1. Reaction SMILES: [CH2:34]1[O:35][CH2:36][CH2:37][O:38][CH2:39]1.[CH:25]([N:26]([CH2:27][CH3:28])[CH:29]([CH3:30])[CH3:31])([CH3:32])[CH3:33].[Cl:1][c:2]1[n:3][cH:4][cH:5][c:6](-[c:8]2[cH:9][s:10][cH:11][cH:12]2)[n:7]1.[NH2:13][CH2:14][c:15]1[cH:16][cH:17][c:18]([C:19](=[O:20])[O:21][CH3:22])[cH:23][cH:24]1>>[c:2]1([NH:13][CH2:14][c:15]2[cH:16][cH:17][c:18]([C:19](=[O:20])[O:21][CH3:22])[cH:23][cH:24]2)[n:3][cH:4][cH:5][c:6](-[c:8]2[cH:9][s:10][cH:11][cH:12]2)[n:7]1. The reactants are [Si](C)(C)(C(C)(C)C)O[C@H]1[C@@H](OC([C@H]1O[Si](C)(C)C(C)(C)C)=C)N1C(N=C(C=C1)N)=O (1-((2R,3R,4S)-3,4-bis(tert-butyldimethylsilyloxy)-5-methylene-tetrahydrofuran-2-yl)-4-aminopyrimidin-2(1H)-one), CCOP(=O)(CO)OCC (diethyl (hydroxymethyl) phosphonate), C1(=CC=C(C=C1)S(=O)(=O)[O-])C.[NH+]1=CC=CC=C1 (pyridinium p-toluene sulfonate). Procedure: To a solution of compound 30.3 (840 mg, 1.85 mmol) in dichloroethane (20 mL) was added diethyl (hydroxymethyl) phosphonate (0.41 mL, 2.87 mmol) and pyridinium p-toluene sulfonate (0.23 g, 0.92 mmol). The mixture was heated to 60° C. for 1 h and then concentrated under reduced pressure. The residue was subjected to a silica gel column chromatography eluting with 10% MeOH in CH2Cl2 to give compound 30.4 (289 mg, 24% yield). 1H NMR (300 MHz, CDCl3): δ0.04 (s, 3H), 0.08 (s, 3H), 0.10 (s, 6H), 0.89 (... RXN SMILES: [Si:1]([O:8][C@@H:9]1[C@H:13]([O:14][Si:15]([C:18]([CH3:21])([CH3:20])[CH3:19])([CH3:17])[CH3:16])[C:12](=[CH2:22])[O:11][C@H:10]1[N:23]1[CH:28]=[CH:27][C:26]([NH2:29])=[N:25][C:24]1=[O:30])([C:4]([CH3:7])([CH3:6])[CH3:5])([CH3:3])[CH3:2].[CH3:31][CH2:32][O:33][P:34]([O:38][CH2:39][CH3:40])([CH2:36][OH:37])=[O:35].C1(C)C=CC(S([O-])(=O)=O)=CC=1.[NH+]1C=CC=CC=1>ClC(Cl)C>[CH2:32]([O:33][P:34]([CH2:36][O:37][C@:12]1([CH3:22])[C@@H:13]([O:14][Si:15]([C:18]([CH3:19])([CH3:20])[CH3:21])([CH3:17])[CH3:16])[C@@H:9]([O:8][Si:1]([C:4]([CH3:5])([CH3:6])[CH3:7])([CH3:2])[CH3:3])[C@H:10]([N:23]2[CH:28]=[CH:27][C:26]([NH2:29])=[N:25][C:24]2=[O:30])[O:11]1)(=[O:35])[O:38][CH2:39][CH3:40])[CH3:31] |f:2.3|. Reaction conditions: temperature 60 celsius. The solvent is ClC(C)Cl (dichloroethane). Yield: 25.1%. Yields the product C(C)OP(OCC)(=O)CO[C@]1(O[C@H]([C@@H]([C@@H]1O[Si](C)(C)C(C)(C)C)O[Si](C)(C)C(C)(C)C)N1C(N=C(C=C1)N)=O)C (diethyl((2R,3S,4R,5R)-5-(4-amino-2-oxopyrimidin-1(2H)-yl)-3,4-bis(tert-butyldimethylsilyloxy)-2-methyl-tetrahydrofuran-2-yloxy)methylphosphonate).